Dataset: the Open Reaction Database (ORD), a public repository of structured organic reaction records. Task: describe an organic reaction: reactants, conditions, products, and yield RXN SMILES: [C:14]([Li:15])([CH3:16])([CH3:17])[CH3:18].[CH2:39]1[O:40][CH2:41][CH2:42][CH2:43]1.[CH3:34][CH2:35][O:36][CH2:37][CH3:38].[O:19]1[CH:20]([CH2:22][n:23]2[cH:24][cH:25][c:26]3[cH:27][c:28]([C:32]#[N:33])[cH:29][cH:30][c:31]23)[CH2:21]1.[c:1]1(-[c:7]2[cH:8][cH:9][c:10]([OH:13])[cH:11][cH:12]2)[cH:2][cH:3][cH:4][cH:5][cH:6]1>>[c:1]1(-[c:7]2[cH:8][cH:9][c:10]([O:13][CH2:21][CH:20]([OH:19])[CH2:22][n:23]3[cH:24][cH:25][c:26]4[cH:27][c:28]([C:32]#[N:33])[cH:29][cH:30][c:31]34)[cH:11][cH:12]2)[cH:2][cH:3][cH:4][cH:5][cH:6]1. Reactants: [Li]C(C)(C)C, C1CCOC1, CCOCC, N#Cc1ccc2c(ccn2CC2CO2)c1, Oc1ccc(-c2ccccc2)cc1. Product: N#Cc1ccc2c(ccn2CC(O)COc2ccc(-c3ccccc3)cc2)c1. The reactants are C(C)(C)(C)C1=CC=C(C(=O)C2=CC=C(C=C2)C(C)(C)C)C=C1 (4,4'-di-tert.-butylbenzophenone), CN(CCN(C)C)C (N,N,N', N'-tetramethylethylenediamine), C(CCC)[Li] (butyllithium), C(=C)N1C=NC=C1 (1-vinylimidazole). Run in CCCCCC (n-hexane). Product: C(C)(C)(C)C1=CC=C(C=C1)C(O)(C=1N(C=CN1)C=C)C1=CC=C(C=C1)C(C)(C)C (α,α-bis(p-tert.-butylphenyl)-1-vinylimidazole-2-methanol). As a reaction SMILES: [C:1]([C:5]1[CH:22]=[CH:21][C:8]([C:9]([C:11]2[CH:16]=[CH:15][C:14]([C:17]([CH3:20])([CH3:19])[CH3:18])=[CH:13][CH:12]=2)=[O:10])=[CH:7][CH:6]=1)([CH3:4])([CH3:3])[CH3:2].C([Li])CCC.[CH:28]([N:30]1[CH:34]=[CH:33][N:32]=[CH:31]1)=[CH2:29].CN(C)CCN(C)C>CCCCCC>[C:17]([C:14]1[CH:13]=[CH:12][C:11]([C:9]([C:8]2[CH:21]=[CH:22][C:5]([C:1]([CH3:4])([CH3:2])[CH3:3])=[CH:6][CH:7]=2)([C:31]2[N:30]([CH:28]=[CH2:29])[CH:34]=[CH:33][N:32]=2)[OH:10])=[CH:16][CH:15]=1)([CH3:20])([CH3:19])[CH3:18]. Procedure: This compound was prepared by the procedure indicated in Example XXII A, using the following materials: 10 g. (0.03 mol) of 4,4'-di-tert.-butylbenzophenone, 19.5 ml. (0.04 mol) of 20% butyllithium in n-hexane, 3 g. (0.03 mol) of 1-vinylimidazole and 4.9 g. (0.04 mol) of N,N,N', N'-tetramethylethylenediamine. The product was crystallised from ethyl acetate. Melting point 169°-170° C. Starting materials: C1(=CC=CC=C1)NN (phenylhydrazine), S1C(=CC=C1C=O)C=1SC=CC1 (2,2′-bithiophene-5-carboxaldehyde), S1C(=CC=C1C=O)C=1SC=CC1 (2,2′-bithiophene-5-carboxaldehyde), S1C(=CC=C1C=O)C=1SC=CC1 (2,2′-bithiophene-5-carboxaldehyde), S1C(=CC=C1C=O)C=1SC=CC1 (2,2′-bithiophene-5-carboxaldehyde). The solvent is CC(C)O (2-propanol), CC(C)O (2-propanol). Yields the product C1(=CC=CC=C1)NN=CC1=CC=C(S1)C=1SC=CC1 (2,2′-bithiophene-5-carboxaldehyde N-phenylhydrazone). As a reaction SMILES: [S:1]1[C:5]([CH:6]=O)=[CH:4][CH:3]=[C:2]1[C:8]1[S:9][CH:10]=[CH:11][CH:12]=1.[C:13]1([NH:19][NH2:20])[CH:18]=[CH:17][CH:16]=[CH:15][CH:14]=1>CC(O)C>[C:13]1([NH:19][N:20]=[CH:6][C:5]2[S:1][C:2]([C:8]3[S:9][CH:10]=[CH:11][CH:12]=3)=[CH:3][CH:4]=2)[CH:18]=[CH:17][CH:16]=[CH:15][CH:14]=1. Procedure: A mixture of 2,2′-bithiophene-5-carboxaldehyde (5.0 g, 0.0257 mole, obtained from TCI Europe nv, Boerenveldseweg 6, 2070 Zwijndrecht) and 10 ml of 2-propanol was added to a 100 ml, 2 neck round bottom flask equipped with a reflux condenser and a mechanical stirrer. Heat was applied until all 2,2′-bithiophene-5-carboxaldehyde entered into solution. After all 2,2′-bithiophene-5-carboxaldehyde was dissolved, a hot solution of phenylhydrazine (3.05 g, 2.78 ml, 0.0309 mole, obtained from Aldrich) in ... The reactants are CCOC(=O)CCCCCCSc1ccc(Cl)cc1, CCO, CCOC(C)=O, [O-][I+3]([O-])([O-])[O-], [Na+], C1CCOC1, O. Yields the product CCOC(=O)CCCCCCS(=O)c1ccc(Cl)cc1. As a reaction SMILES: [CH2:1]([CH3:2])[O:3][C:4]([CH2:5][CH2:6][CH2:7][CH2:8][CH2:9][CH2:10][S:11][c:12]1[cH:13][cH:14][c:15]([Cl:18])[cH:16][cH:17]1)=[O:19].[CH3:26][CH2:27][OH:28].[CH3:35][CH2:36][O:37][C:38](=[O:39])[CH3:40].[I+3:20]([O-:21])([O-:22])([O-:23])[O-:24].[Na+:25].[O:29]1[CH2:30][CH2:31][CH2:32][CH2:33]1.[OH2:34]>>[CH2:1]([CH3:2])[O:3][C:4]([CH2:5][CH2:6][CH2:7][CH2:8][CH2:9][CH2:10][S:11]([c:12]1[cH:13][cH:14][c:15]([Cl:18])[cH:16][cH:17]1)=[O:21])=[O:19].